This data is from the Open Reaction Database (ORD), a public repository of structured organic reaction records. The task is: describe an organic reaction: reactants, conditions, products, and yield Reactants: CC1(C)OCC(COS(C)(=O)=O)O1, Cl, [H-], NC1Cc2ccccc2NC1=O, [Na+], CN(C)C=O. The product is CC1(C)OCC(CN2C(=O)C(N)Cc3ccccc32)O1. RXN SMILES: [CH3:16][S:17]([O:18][CH2:21][CH:22]1[O:23][C:24]([CH3:27])([CH3:28])[O:25][CH2:26]1)(=[O:19])=[O:20].[ClH:3].[H-:1].[NH2:4][CH:5]1[C:6](=[O:15])[NH:7][c:8]2[cH:9][cH:10][cH:11][cH:12][c:13]2[CH2:14]1.[Na+:2].[O:29]=[CH:30][N:31]([CH3:32])[CH3:33]>>[NH2:4][CH:5]1[C:6](=[O:15])[N:7]([CH2:21][CH:22]2[O:23][C:24]([CH3:27])([CH3:28])[O:25][CH2:26]2)[c:8]2[cH:9][cH:10][cH:11][cH:12][c:13]2[CH2:14]1. The reactants are polyphosphoric acid, N(C1=CC=CC=C1)C1=C(C(=O)O)C=C(C(=C1)C(=O)O)NC1=CC=CC=C1 (2,5-dianilinoterephthalic acid), COC=1C=C(NC2=C(C(=O)O)C=C(C(=C2)C(=O)O)NC2=CC(=C(C=C2)C)OC)C=CC1C (2,5-di(3-methoxy-4methylanilino) terephthalic acid). Run at temperature 125 celsius. Yields the product C1=CC=C2C(=C1)C(=O)C3=CC4=C(C=C3N2)C(=O)C5=CC=CC=C5N4 (quinacridone). Reaction SMILES: [NH:1]([C:8]1[CH:16]=[C:15]([C:17](O)=[O:18])[C:14]([NH:20][C:21]2[CH:26]=[CH:25][CH:24]=[CH:23][CH:22]=2)=[CH:13][C:9]=1[C:10](O)=[O:11])[C:2]1[CH:7]=[CH:6][CH:5]=[CH:4][CH:3]=1.COC1C=C(C=CC=1C)NC1C=C(C(O)=O)C(NC2C=CC(C)=C(OC)C=2)=CC=1C(O)=O>>[CH:24]1[CH:25]=[C:26]2[C:17]([C:15]3[C:14]([NH:20][C:21]2=[CH:22][CH:23]=1)=[CH:13][C:9]1[C:10]([C:7]2[C:2]([NH:1][C:8]=1[CH:16]=3)=[CH:3][CH:4]=[CH:5][CH:6]=2)=[O:11])=[O:18]. Procedure details: 450 parts of polyphosphoric acid containing 85.0% P2O5 are metered into a stirred vessel. Then 135 parts of 2,5-dianilinoterephthalic acid and 15 parts of 2,5-di(3-methoxy-4methylanilino) terephthalic acid are introduced at 125° C. with stirring and the mixture is heated at 125° C. for 1 hour during which ring closure takes place to form the quinacridone. The reaction mixture is subsequently metered with stirring over 2 minutes (CG: 50%/min) into 1607.5 parts of 80% strength phosphoric acid at 1... Starting materials: ClC1=C(NC(C(F)(F)F)=O)C=CC(=C1)CCOC1OCCCC1 (2′-chloro-4′-[2-((RS)-tetra-hydropyran-2-yloxy)ethyl]-2,2,2-trifluoroacetanilide), [H-].[Na+] (sodium hydride), C(C)(=O)OCC (Ethyl acetate), BrCC(=O)OCC (Ethyl bromoacetate). Run in CN(C=O)C (N,N-dimethylformamide). Run at time 30 minute. Yields the product ClC1=C(C=CC(=C1)CCOC1OCCCC1)N(C(C(F)(F)F)=O)CC(=O)OCC (ethyl N-[2-chloro-4-[2-((RS)-tetrahydropyran-2-yloxy)ethyl]phenyl]-N-trifluoroacetylamino-acetate). RXN SMILES: [Cl:1][C:2]1[CH:14]=[C:13]([CH2:15][CH2:16][O:17][CH:18]2[CH2:23][CH2:22][CH2:21][CH2:20][O:19]2)[CH:12]=[CH:11][C:3]=1[NH:4][C:5](=[O:10])[C:6]([F:9])([F:8])[F:7].[H-].[Na+].Br[CH2:27][C:28]([O:30][CH2:31][CH3:32])=[O:29].C(OCC)(=O)C>CN(C)C=O>[Cl:1][C:2]1[CH:14]=[C:13]([CH2:15][CH2:16][O:17][CH:18]2[CH2:23][CH2:22][CH2:21][CH2:20][O:19]2)[CH:12]=[CH:11][C:3]=1[N:4]([CH2:27][C:28]([O:30][CH2:31][CH3:32])=[O:29])[C:5](=[O:10])[C:6]([F:8])([F:7])[F:9] |f:1.2|. Procedure details: To a stirred solution of 2′-chloro-4′-[2-((RS)-tetra-hydropyran-2-yloxy)ethyl]-2,2,2-trifluoroacetanilide (352 mg) in N,N-dimethylformamide (3 ml) was added sodium hydride (48 mg) under ice-cooling, and the mixture was stirred for 30 minutes at room temperature. Ethyl bromoacetate (133 μl) was added to the reaction mixture, and the mixture was stirred for 16 hours. Ethyl acetate was added to the reaction mixture, and the resulting mixture was washed with brine and dried over anhydrous magnesium ... The reactants are O=C([O-])O, COc1cc2nc(N(C)CC3(c4ccccc4)CCNCC3)nc(N)c2cc1OC, CCOC(C)=O, O=C(Cl)C1CC1, [Na+]. Yields the product COc1cc2nc(N(C)CC3(c4ccccc4)CCN(C(=O)C4CC4)CC3)nc(N)c2cc1OC. Reaction SMILES: [C:31](=[O:32])([OH:33])[O-:34].[CH3:1][O:2][c:3]1[cH:4][c:5]2[c:6]([NH2:30])[n:7][c:8]([N:15]([CH3:16])[CH2:17][C:18]3([c:24]4[cH:25][cH:26][cH:27][cH:28][cH:29]4)[CH2:19][CH2:20][NH:21][CH2:22][CH2:23]3)[n:9][c:10]2[cH:11][c:12]1[O:13][CH3:14].[CH3:42][CH2:43][O:44][C:45](=[O:46])[CH3:47].[CH:36]1([C:39](=[O:40])[Cl:41])[CH2:37][CH2:38]1.[Na+:35]>>[CH3:1][O:2][c:3]1[cH:4][c:5]2[c:6]([NH2:30])[n:7][c:8]([N:15]([CH3:16])[CH2:17][C:18]3([c:24]4[cH:25][cH:26][cH:27][cH:28][cH:29]4)[CH2:19][CH2:20][N:21]([C:39]([CH:36]4[CH2:37][CH2:38]4)=[O:40])[CH2:22][CH2:23]3)[n:9][c:10]2[cH:11][c:12]1[O:13][CH3:14]. Reactants: O=C(O)CONC(=O)NCc1ccccc1, CCOC(OCC)C(C)N(Cc1csc2ccccc12)C(=O)C(N)Cc1ccc(OC(C)(C)C)cc1. Product: CCOC(OCC)C(C)N(Cc1csc2ccccc12)C(=O)C(Cc1ccc(OC(C)(C)C)cc1)NC(=O)CONC(=O)NCc1ccccc1. As a reaction SMILES: [CH2:1]([c:2]1[cH:3][cH:4][cH:5][cH:6][cH:7]1)[NH:8][C:9]([NH:10][O:11][CH2:12][C:13](=[O:14])[OH:15])=[O:16].[NH2:17][CH:18]([C:19](=[O:20])[N:21]([CH:22]([CH:23]([O:24][CH2:25][CH3:26])[O:27][CH2:28][CH3:29])[CH3:30])[CH2:31][c:32]1[c:33]2[c:34]([s:35][cH:36]1)[cH:37][cH:38][cH:39][cH:40]2)[CH2:41][c:42]1[cH:43][cH:44][c:45]([O:48][C:49]([CH3:50])([CH3:51])[CH3:52])[cH:46][cH:47]1>>[CH2:1]([c:2]1[cH:3][cH:4][cH:5][cH:6][cH:7]1)[NH:8][C:9]([NH:10][O:11][CH2:12][C:13](=[O:15])[NH:17][CH:18]([C:19](=[O:20])[N:21]([CH:22]([CH:23]([O:24][CH2:25][CH3:26])[O:27][CH2:28][CH3:29])[CH3:30])[CH2:31][c:32]1[c:33]2[c:34]([s:35][cH:36]1)[cH:37][cH:38][cH:39][cH:40]2)[CH2:41][c:42]1[cH:43][cH:44][c:45]([O:48][C:49]([CH3:50])([CH3:51])[CH3:52])[cH:46][cH:47]1)=[O:16]. Reactants: CC(C)(C)OC(=O)NC1CCC(CC=O)CC1, ClCCl, Cl, Fc1cc(F)c2onc(N3CCNCC3)c2c1, [Na+], O=C([O-])O. Yields the product CC(C)(C)OC(=O)NC1CCC(CCN2CCN(c3noc4c(F)cc(F)cc34)CC2)CC1. Reaction SMILES: [C:19]([CH3:20])([CH3:21])([CH3:22])[O:23][C:24]([NH:25][CH:26]1[CH2:27][CH2:28][CH:29]([CH2:32][CH:33]=[O:34])[CH2:30][CH2:31]1)=[O:35].[Cl:41][CH2:42][Cl:43].[ClH:1].[F:2][c:3]1[cH:4][c:5]([F:18])[c:6]2[c:7]([c:8]([N:11]3[CH2:12][CH2:13][NH:14][CH2:15][CH2:16]3)[n:9][o:10]2)[cH:17]1.[Na+:40].[O-:36][C:37]([OH:38])=[O:39]>>[F:2][c:3]1[cH:4][c:5]([F:18])[c:6]2[c:7]([c:8]([N:11]3[CH2:12][CH2:13][N:14]([CH2:33][CH2:32][CH:29]4[CH2:28][CH2:27][CH:26]([NH:25][C:24]([O:23][C:19]([CH3:20])([CH3:21])[CH3:22])=[O:35])[CH2:31][CH2:30]4)[CH2:15][CH2:16]3)[n:9][o:10]2)[cH:17]1. The reactants are solution, B(Br)(Br)Br (boron tribromide), COC1=CC=C(C=C1)S(=O)(=O)N1C(CN(C2=C(C1)C=CC=C2)C(=O)C=2SC=CC2)C(=O)OC (methyl 4-(4-methoxybenzenesulfonyl)-1-(2-thienylcarbonyl)-2,3,4,5-tetrahydro-1H-[1,4]benzodiazepine-3-carboxylate). The solvent is C(Cl)Cl (CH2Cl2), C(Cl)Cl (CH2Cl2), C(Cl)Cl (CH2Cl2). Run at time 8 hour. Yields the product OC1=CC=C(C=C1)S(=O)(=O)N1C(CN(C2=C(C1)C=CC=C2)C(=O)C=2SC=CC2)C(=O)OC (Methyl 4-(4-Hydroxybenzenesulfonyl)-1-(2-thienylcarbonyl) -2,3,4,5-tetrahydro-1H-[1,4]benzodiazepine-3-carboxylate). Reaction SMILES: C[O:2][C:3]1[CH:8]=[CH:7][C:6]([S:9]([N:12]2[CH2:18][C:17]3[CH:19]=[CH:20][CH:21]=[CH:22][C:16]=3[N:15]([C:23]([C:25]3[S:26][CH:27]=[CH:28][CH:29]=3)=[O:24])[CH2:14][CH:13]2[C:30]([O:32][CH3:33])=[O:31])(=[O:11])=[O:10])=[CH:5][CH:4]=1.B(Br)(Br)Br>C(Cl)Cl>[OH:2][C:3]1[CH:4]=[CH:5][C:6]([S:9]([N:12]2[CH2:18][C:17]3[CH:19]=[CH:20][CH:21]=[CH:22][C:16]=3[N:15]([C:23]([C:25]3[S:26][CH:27]=[CH:28][CH:29]=3)=[O:24])[CH2:14][CH:13]2[C:30]([O:32][CH3:33])=[O:31])(=[O:11])=[O:10])=[CH:7][CH:8]=1. Procedure: To a solution of 4.0 g (8.22 mmol) of methyl 4-(4-methoxybenzenesulfonyl)-1-(2-thienylcarbonyl)-2,3,4,5-tetrahydro-1H-[1,4]benzodiazepine-3-carboxylate ml of CH2Cl2 chilled to 0° C., was added slowly 16.4 ml (16.44 mmol) of 1.0 molar solution of boron tribromide in CH2Cl2. The mixture was stirred at room temperature overnight and diluted with CH2Cl2. The mixture was filtered and the solid washed with CHCl2. and H2O. The filtrate was diluted with H2O and the organic layer separated. The solvent w... The reactants are C(C)(=O)[O-].[Tl+] (thallium (I) acetate), 4-isobutylpropiophenone methyl enol ether, C(C)(=O)OO (peracetic acid), C(C(C)C)C1=CC=C(C=C1)C(C(=O)OC)C (methyl 2-(4-isobutylphenyl)propionate), enol ether, hydrated manganese diacetate, CCCCCC (hexane), CCCCCC (hexane). Run in C(C)(=O)O (acetic acid), CCOCC (ether), C(C)(=O)O (acetic acid). Conditions: time 5 minute. Yields the product C(C)(=O)O.CCCCCC (Acetic Acid Hexane). Reaction SMILES: [C:1]([O-:4])(=[O:3])[CH3:2].[Tl+].[CH3:6][CH2:7][CH2:8][CH2:9][CH2:10][CH3:11].C(OO)(=O)C.C(C1C=CC(C(C)C(OC)=O)=CC=1)C(C)C>C(O)(=O)C.CCOCC>[C:1]([OH:4])(=[O:3])[CH3:2].[CH3:6][CH2:7][CH2:8][CH2:9][CH2:10][CH3:11] |f:0.1,7.8|. Procedure: To a solution of 260 mg. (1.0 mmole) of thallium (I) acetate and 24 mg. (0.1 mmole) of hydrated manganese diacetate in 3 ml. of 80 percent aqueous acetic acid and 4.5 ml. of hexane, there was added 0.3 ml. (about 2.0 mmole) of 42 percent peracetic acid solution in acetic acid. After five minutes of stirring there was added 100 mg. (0.5 mmole) of 4-isobutylpropiophenone methyl enol ether in 0.5 ml. of hexane. After stirring the mixture for about thirty-five minutes, a glc analysis of a sample of ... The reactants are CC(CCCCC)O (2-Heptanol), C(C)(=O)[O-].[Na+] (sodium acetate). The solvent is C(C)(=O)OC(C)=O (acetic anhydride). The product is C(C)(=O)OC(CCCCC)C (1-methylhexyl acetate). Yield: 67.0%. RXN SMILES: [CH3:1][CH:2]([OH:8])[CH2:3][CH2:4][CH2:5][CH2:6][CH3:7].[C:9]([O-])(=[O:11])[CH3:10].[Na+]>C(OC(=O)C)(=O)C>[C:9]([O:8][CH:2]([CH3:1])[CH2:3][CH2:4][CH2:5][CH2:6][CH3:7])(=[O:11])[CH3:10] |f:1.2|. Procedure details: 2-Heptanol (162 g, 1.4 mol, Aldrich) and sodium acetate (16 g, Aldrich) were heated to 100° C. and then acetic anhydride (190 ml, BDH GPR) was added over a 1 hour period at 100-130° C. The mixture was heated to reflux for 3 hours. The reaction mixture was then cooled, washed with water, washed with aqueous sodium bicarbonate to neutrality, dried over sodium sulfate, and then concentrated. Fractional distillation of the crude residue under vacuum provided 1-methylhexyl acetate (107-108°/95-100 mm... The reactants are CC(C)(C)OC(=O)NC(Cc1ccccc1C(F)(F)F)C(=O)O, CCN(C(C)C)C(C)C, ClC(Cl)Cl, Cc1c(Cl)nn(C)c1-c1csc(C(=O)O)c1, NC(Cc1ccc(F)cc1)CN1C(=O)c2ccccc2C1=O. Yields the product Cc1c(Cl)nn(C)c1-c1csc(C(=O)NC(Cc2ccc(F)cc2)CN2C(=O)c3ccccc3C2=O)c1. Reaction SMILES: [CH3:39][C:40]([O:41][C:42]([NH:43][CH:44]([C:45]([OH:46])=[O:47])[CH2:48][c:49]1[cH:50][cH:51][cH:52][cH:53][c:54]1[C:55]([F:56])([F:57])[F:58])=[O:59])([CH3:60])[CH3:61].[CH:62]([N:63]([CH2:64][CH3:65])[CH:66]([CH3:67])[CH3:68])([CH3:69])[CH3:70].[CH:71]([Cl:72])([Cl:73])[Cl:74].[Cl:1][c:2]1[n:3][n:4]([CH3:16])[c:5](-[c:8]2[cH:9][c:10]([C:13](=[O:14])[OH:15])[s:11][cH:12]2)[c:6]1[CH3:7].[NH2:17][CH:18]([CH2:19][N:20]1[C:21](=[O:30])[c:22]2[cH:23][cH:24][cH:25][cH:26][c:27]2[C:28]1=[O:29])[CH2:31][c:32]1[cH:33][cH:34][c:35]([F:38])[cH:36][cH:37]1>>[Cl:1][c:2]1[n:3][n:4]([CH3:16])[c:5](-[c:8]2[cH:9][c:10]([C:13](=[O:15])[NH:17][CH:18]([CH2:19][N:20]3[C:21](=[O:30])[c:22]4[cH:23][cH:24][cH:25][cH:26][c:27]4[C:28]3=[O:29])[CH2:31][c:32]3[cH:33][cH:34][c:35]([F:38])[cH:36][cH:37]3)[s:11][cH:12]2)[c:6]1[CH3:7].